From a dataset of the Open Reaction Database (ORD), a public repository of structured organic reaction records. describe an organic reaction: reactants, conditions, products, and yield Reaction conditions: time 40 minute. The yield is 58.2%. The product is COC1=CC=C(CS[C@H]2C[C@H](N(C2)C(=O)OCC2=CC=C(C=C2)[N+](=O)[O-])C(=O)N2CC(C2)NC(=O)OCC2=CC=C(C=C2)[N+](=O)[O-])C=C1 ((2S, 4S)-4-(4-Methoxybenzylthio)-2-[3-(4-nitrobenzyloxycarbonylamino)azetidin-1-ylcarbonyl]-1-(4-nitrobenzyloxycarbonyl)pyrrolidine). Procedure: 0.81 g of (2S, 4S)-2-(3-aminoazetidin-1-ylcarbonyl)-4-(4-methoxybenzylthio)-1-(4-nitrobenzyloxycarbonyl)pyrrolidine [prepared as described in step (a) above] was dissolved in 20 ml of methylene chloride, and 0.32 g of diisopropylethylamine and 0.40 g of p-nitrobenzyl chloroformate were added to the resulting solution, whilst ice-cooling. The resulting mixture was then stirred at the same temperature for 40 minutes. At the end of this time, the reaction mixture was diluted with ethyl acetate and ... Solvent: C(C)(=O)OCC (ethyl acetate), C(Cl)Cl (methylene chloride). Reactants: C(C)(C)N(CC)C(C)C (diisopropylethylamine), ClC(=O)OCC1=CC=C(C=C1)[N+](=O)[O-] (p-nitrobenzyl chloroformate), NC1CN(C1)C(=O)[C@H]1N(C[C@H](C1)SCC1=CC=C(C=C1)OC)C(=O)OCC1=CC=C(C=C1)[N+](=O)[O-] ((2S, 4S)-2-(3-aminoazetidin-1-ylcarbonyl)-4-(4-methoxybenzylthio)-1-(4-nitrobenzyloxycarbonyl)pyrrolidine). As a reaction SMILES: [NH2:1][CH:2]1[CH2:5][N:4]([C:6]([C@@H:8]2[CH2:12][C@H:11]([S:13][CH2:14][C:15]3[CH:20]=[CH:19][C:18]([O:21][CH3:22])=[CH:17][CH:16]=3)[CH2:10][N:9]2[C:23]([O:25][CH2:26][C:27]2[CH:32]=[CH:31][C:30]([N+:33]([O-:35])=[O:34])=[CH:29][CH:28]=2)=[O:24])=[O:7])[CH2:3]1.C(N(C(C)C)CC)(C)C.Cl[C:46]([O:48][CH2:49][C:50]1[CH:55]=[CH:54][C:53]([N+:56]([O-:58])=[O:57])=[CH:52][CH:51]=1)=[O:47]>C(Cl)Cl.C(OCC)(=O)C>[CH3:22][O:21][C:18]1[CH:17]=[CH:16][C:15]([CH2:14][S:13][C@@H:11]2[CH2:10][N:9]([C:23]([O:25][CH2:26][C:27]3[CH:28]=[CH:29][C:30]([N+:33]([O-:35])=[O:34])=[CH:31][CH:32]=3)=[O:24])[C@H:8]([C:6]([N:4]3[CH2:5][CH:2]([NH:1][C:46]([O:48][CH2:49][C:50]4[CH:51]=[CH:52][C:53]([N+:56]([O-:58])=[O:57])=[CH:54][CH:55]=4)=[O:47])[CH2:3]3)=[O:7])[CH2:12]2)=[CH:20][CH:19]=1.